This data is from the Open Reaction Database (ORD), a public repository of structured organic reaction records. The task is: describe an organic reaction: reactants, conditions, products, and yield Starting materials: C(C1=CN=CC=C1)(=O)Cl (nicotinoyl chloride), CC(C)=NO (acetoxime), C([O-])([O-])=O.[Na+].[Na+] (sodium carbonate). Run in O (water). Conditions: temperature 130 celsius. Yields the product CC=1N=C(OC1)C=1C=NC=CC1 (3-(4-methyloxazol-2-yl)-pyridine). Isolated yield 31.3%. As a reaction SMILES: [C:1](Cl)(=[O:8])[C:2]1[CH:7]=[CH:6][CH:5]=[N:4][CH:3]=1.[CH3:10][C:11](=[N:13]O)[CH3:12].C(=O)([O-])[O-].[Na+].[Na+]>O>[CH3:12][C:11]1[N:13]=[C:1]([C:2]2[CH:3]=[N:4][CH:5]=[CH:6][CH:7]=2)[O:8][CH:10]=1 |f:2.3.4|. Reported procedure: 30 g of nicotinoyl chloride is added to 5.1 g of cooled acetoxime, then the mixture is heated to 130° C. The exothermic reaction mixture is maintained under agitation for 6 hours at 140° C. After cooling, iced water is added, followed by alkalizing with sodium carbonate and extracting with methylene chloride. The solvent is evaporated, the residue is taken up with ether and filtered; the solvent is evaporated and the residue is distilled at 150° C. under 0.08 mbar. 3.5 g of expected product is o... Reactants: [Cl-].[Ca+2].[Cl-] (calcium chloride), [OH-].[Na+] (sodium hydroxide), [BH4-].[Na+] (sodium borohydride), CN1N=C(C=C1C1=CC=CC=C1)C(=O)OCC (ethyl 1-methyl-5-phenylpyrazol-3-ylcarboxylate). Solvent: O1CCCC1 (tetrahydrofuran), O1CCCC1 (tetrahydrofuran). Run at time 1 hour. The product is CN1N=C(C=C1C1=CC=CC=C1)CO (1-Methyl-5-phenylpyrazol-3-ylmethanol). Reaction SMILES: [BH4-].[Na+].[Cl-].[Ca+2].[Cl-].[CH3:6][N:7]1[C:11]([C:12]2[CH:17]=[CH:16][CH:15]=[CH:14][CH:13]=2)=[CH:10][C:9]([C:18](OCC)=[O:19])=[N:8]1.[OH-].[Na+]>O1CCCC1>[CH3:6][N:7]1[C:11]([C:12]2[CH:17]=[CH:16][CH:15]=[CH:14][CH:13]=2)=[CH:10][C:9]([CH2:18][OH:19])=[N:8]1 |f:0.1,2.3.4,6.7|. Procedure: A stirred suspension of sodium borohydride (1.28 g) in dry tetrahydrofuran (80 mL) was treated with calcium chloride (1.88 g). The mixture was stirred for 1 hour then treated with a solution of ethyl 1-methyl-5-phenylpyrazol-3-ylcarboxylate (5.2 g, prepared according to the procedure described by Martins et al., J. Heterocycl. Chem. (1999), 36(1), 217-220) in dry tetrahydrofuran (40 mL). After stirring at room temperature for 3 days and at reflux temperature for 8 hours the mixture was treated w... The reactants are C(C)(C)(C)OC(N(CC(N(C)OC)=O)CCCC1=NC(=CC=C1)Br)=O ([3-(6-Bromo-pyridin-2-yl)-propyl]-[(methoxy-methyl-carbamoyl)-methyl]-carbamic acid tert-butyl ester), CC(C)C[AlH]CC(C)C (DIBAL). The solvent is C1CCOC1 (THF). Conditions: time 1 hour. Product: C(C)(C)(C)OC(N(CC=O)CCCC1=NC(=CC=C1)Br)=O ([3-(6-Bromo-pyridin-2-yl)-propyl]-(2-oxo-ethyl)-carbamic acid tert-butyl ester). As a reaction SMILES: [C:1]([O:5][C:6](=[O:25])[N:7]([CH2:15][CH2:16][CH2:17][C:18]1[CH:23]=[CH:22][CH:21]=[C:20]([Br:24])[N:19]=1)[CH2:8][C:9](=[O:14])N(OC)C)([CH3:4])([CH3:3])[CH3:2].CC(C[AlH]CC(C)C)C>C1COCC1>[C:1]([O:5][C:6](=[O:25])[N:7]([CH2:15][CH2:16][CH2:17][C:18]1[CH:23]=[CH:22][CH:21]=[C:20]([Br:24])[N:19]=1)[CH2:8][CH:9]=[O:14])([CH3:4])([CH3:2])[CH3:3]. Reported procedure: To a stirred solution of 20-7 (14.9 g, 35.7 mmol) and THF (100 ml) at -78° C. was added DIBAL (1.0M/hexanes, 53.6 ml, 53.6 mmol) dropwise over 20 minutes. After 1 h, the mixture was warmed to RT and quenched by the careful addition of 20 mL MeOH. 200 ml of 1.0 M Rochelle's salt was then added followed by the removal of the cooling bath. The mixture was stirred for 1.0 hour and then diluted with Et2O. After another 30 minutes of stirring, the organic portion was separated and dried over MgSO4. Ev...